This data is from the Open Reaction Database (ORD), a public repository of structured organic reaction records. The task is: describe an organic reaction: reactants, conditions, products, and yield Starting materials: O=C(O)c1ncccn1, Cc1ccc2cccc(N)c2n1. The reagents and catalysts are COC1=NC(=NC(=N1)Cl)Cl (2,4-Dichloro-6-methoxy-1,3,5-triazine), CN1CCOCC1 (NMM). The solvent is CN(C)C=O (DMF), CN(C)C=O (DMF), CN(C)C=O (DMF), CN(C)C=O (DMF), CN(C)C=O (DMF), CN(C)C=O (DMF). Run at temperature 25 celsius, time 2 hour. The product is Cc1ccc2cccc(NC(=O)c3ncccn3)c2n1. Yield: 0.2%. Reaction SMILES: Cc1ccc2cccc(N)c2n1.O=C(O)c1ncccn1.COC1=NC(=NC(=N1)Cl)Cl.CN1CCOCC1.CN(C)C=O>>Cc1ccc2cccc(NC(=O)c3ncccn3)c2n1. Starting materials: O=C([O-])[O-], Cc1ncccc1B(O)O, CSc1nccc(I)n1, [Na+], [Na+], CC(=O)[O-], CC(=O)[O-], [Pd+2], c1ccc(P(c2ccccc2)c2ccccc2)cc1. Yields the product CSc1nccc(-c2cccnc2C)n1. Reaction SMILES: [C:20](=[O:21])([O-:22])[O-:23].[CH3:10][c:11]1[n:12][cH:13][cH:14][cH:15][c:16]1[B:17]([OH:18])[OH:19].[I:1][c:2]1[n:3][c:4]([S:8][CH3:9])[n:5][cH:6][cH:7]1.[Na+:24].[Na+:25].[O-:46][C:47]([CH3:48])=[O:49].[O-:50][C:51]([CH3:52])=[O:53].[Pd+2:45].[c:26]1([P:27]([c:28]2[cH:29][cH:30][cH:31][cH:32][cH:33]2)[c:34]2[cH:35][cH:36][cH:37][cH:38][cH:39]2)[cH:40][cH:41][cH:42][cH:43][cH:44]1>>[c:2]1(-[c:16]2[c:11]([CH3:10])[n:12][cH:13][cH:14][cH:15]2)[n:3][c:4]([S:8][CH3:9])[n:5][cH:6][cH:7]1. Starting materials: ON1N=NC2=C1C=CC=C2 (1-hydroxybenzotriazole), N([C@H](CCCNC(NS(=O)(=O)C1=CC=C(C)C=C1)=N)C(=O)O)C(=O)OC(C)(C)C (BocDArg(Tos)OH), N[C@@H](CCC(C)C)C(=O)N[C@@H](CCSC)C(=O)N.Cl (HLeu-MetNH2 hydrochloride), C1(CCCCC1)N=C=NC1CCCCC1 (dicyclohexylcarbodiimide). Product: N([C@H](CCCNC(NS(=O)(=O)C1=CC=C(C)C=C1)=N)C(=O)N[C@@H](CC(C)C)C(=O)N[C@@H](CCSC)C(=O)N)C(=O)OC(C)(C)C (BocDArg(Tos)-Leu-MetNH2). The yield is 54.0%. As a reaction SMILES: [NH:1]([C:23]([O:25][C:26]([CH3:29])([CH3:28])[CH3:27])=[O:24])[C@@H:2]([C:20]([OH:22])=O)[CH2:3][CH2:4][CH2:5][NH:6][C:7](=[NH:19])[NH:8][S:9]([C:12]1[CH:18]=[CH:17][C:15]([CH3:16])=[CH:14][CH:13]=1)(=[O:11])=[O:10].[NH2:30][C@H:31]([C:37]([NH:39][C@H:40]([C:45]([NH2:47])=[O:46])[CH2:41][CH2:42][S:43][CH3:44])=[O:38])[CH2:32][CH2:33][CH:34](C)C.Cl.[CH:49]1(N=C=NC2CCCCC2)CCCCC1.ON1C2C=CC=CC=2N=N1>>[NH:1]([C:23]([O:25][C:26]([CH3:28])([CH3:27])[CH3:29])=[O:24])[C@@H:2]([C:20]([NH:30][C@H:31]([C:37]([NH:39][C@H:40]([C:45]([NH2:47])=[O:46])[CH2:41][CH2:42][S:43][CH3:44])=[O:38])[CH2:32][CH:33]([CH3:34])[CH3:49])=[O:22])[CH2:3][CH2:4][CH2:5][NH:6][C:7](=[NH:19])[NH:8][S:9]([C:12]1[CH:13]=[CH:14][C:15]([CH3:16])=[CH:17][CH:18]=1)(=[O:10])=[O:11] |f:1.2|. Procedure details: Condensation of BocDArg(Tos)OH (2.14 g.) and HLeu-MetNH2 hydrochloride salt (Example 1, 1.49 g.) using dicyclohexylcarbodiimide and 1-hydroxybenzotriazole gave BocDArg(Tos)-Leu-MetNH2 in 54% yield. De-t-butoxycarbonylation of BocDArg(Tos)-Leu-MetNH2 (1.7 g.) using hydrogen chloride in dioxane gave HDArg(Tos)-Leu-MetNH2 in 45% yield. Starting materials: ClC=1C(=NC=C(C1)C=O)N[C@H]1CN(CCC1)C(=O)OC(C)(C)C (tert-butyl (3R)-3-[(3-chloro-5-formyl-2-pyridinyl)amino]-1-piperidinecarboxylate), Cl (HCl), C(C)OP(=O)(OCC)C(C(=O)OCC)F (ethyl (diethoxyphosphoryl)(fluoro)acetate), [Mg+2].[Br-].[Br-] (MgBr2), ice water. Solvent: C1CCOC1 (THF), C1CCOC1 (THF), CCN(CC)CC (Et3N), CCOC(=O)C (AcOEt). Run at temperature 4 celsius, time 1 hour. Product: ClC=1C(=NC=C(C1)\C=C(\C(=O)OCC)/F)N[C@H]1CN(CCC1)C(=O)OC(C)(C)C (tert-butyl (3R)-3-({3-chloro-5-[(1Z)-3-ethoxy-2-fluoro-3-oxo-1-propen-1-yl]-2-pyridinyl}amino)-1-piperidinecarboxylate). As a reaction SMILES: C(OP([CH:9]([F:15])[C:10]([O:12][CH2:13][CH3:14])=[O:11])(OCC)=O)C.[Mg+2].[Br-].[Br-].[Cl:19][C:20]1[C:21]([NH:28][C@@H:29]2[CH2:34][CH2:33][CH2:32][N:31]([C:35]([O:37][C:38]([CH3:41])([CH3:40])[CH3:39])=[O:36])[CH2:30]2)=[N:22][CH:23]=[C:24]([CH:26]=O)[CH:25]=1.Cl>C1COCC1.CCOC(C)=O.CCN(CC)CC>[Cl:19][C:20]1[C:21]([NH:28][C@@H:29]2[CH2:34][CH2:33][CH2:32][N:31]([C:35]([O:37][C:38]([CH3:41])([CH3:40])[CH3:39])=[O:36])[CH2:30]2)=[N:22][CH:23]=[C:24](/[CH:26]=[C:9](\[F:15])/[C:10]([O:12][CH2:13][CH3:14])=[O:11])[CH:25]=1 |f:1.2.3|. Procedure details: The mixture of ethyl (diethoxyphosphoryl)(fluoro)acetate (2.51 mL), MgBr2 (2.73 g), Et3N (1.89 mL) in THF (45 mL) was stirred at 3-5° C. for 1 hr and to the mixture was dropwise added a solution of tert-butyl (3R)-3-[(3-chloro-5-formyl-2-pyridinyl)amino]-1-piperidinecarboxylate (3.0 g) in THF (21 mL) at 3-5° C. The reaction mixture was stirred at same temperature for 2.5 hrs. The reaction mixture was poured into a mixture of AcOEt and ice-water and the mixture was adjusted to pH 3.5 with 1N-HCl.... Reactants: N=1C=CN2C1C=CC=C2SCCCCN2C(SCC2=O)=O (3-[4-(imidazo-[1,2-a]pyridin-5-ylthio)butyl]thiazolidine-2,4-dione), C1(=CC=CC=C1)CCC=O (3-phenylpropionaldehyde), N1CCCCC1 (piperidine). Solvent: C(C)O (ethanol). Product: C1(=CC=CC=C1)CCC=C1C(N(C(S1)=O)CCCCSC1=CC=CC=2N1C=CN2)=O (5-(3-phenylpropylidene)-3-[4-(imidazo[1,2-a]pyridin-5-ylthio)butyl]thiazolidine-2,4-dione). RXN SMILES: [N:1]1[CH:2]=[CH:3][N:4]2[C:9]([S:10][CH2:11][CH2:12][CH2:13][CH2:14][N:15]3[C:19](=[O:20])[CH2:18][S:17][C:16]3=[O:21])=[CH:8][CH:7]=[CH:6][C:5]=12.[C:22]1([CH2:28][CH2:29][CH:30]=O)[CH:27]=[CH:26][CH:25]=[CH:24][CH:23]=1.N1CCCCC1>C(O)C>[C:22]1([CH2:28][CH2:29][CH:30]=[C:18]2[S:17][C:16](=[O:21])[N:15]([CH2:14][CH2:13][CH2:12][CH2:11][S:10][C:9]3[N:4]4[CH:3]=[CH:2][N:1]=[C:5]4[CH:6]=[CH:7][CH:8]=3)[C:19]2=[O:20])[CH:27]=[CH:26][CH:25]=[CH:24][CH:23]=1. Reported procedure: To a solution of 1.61 g (5.0 mmol) of 3-[4-(imidazo-[1,2-a]pyridin-5-ylthio)butyl]thiazolidine-2,4-dione and 1.34 g (10 mmol) of 3-phenylpropionaldehyde in 20 ml of ethanol, 0.05 ml (0.5 mmol) of piperidine was added, followed by refluxing for 2 hours. After the reaction mixture was cooled, the solvent was distilled off. The residue was dissolved in chloroform, washed with water and dried, after which the solvent was distilled off. The residue was purified by column chromatography (eluent, hexan...